From a dataset of the Open Reaction Database (ORD), a public repository of structured organic reaction records. describe an organic reaction: reactants, conditions, products, and yield Reactants: CN(C)CCCN, CCc1cc2c(s1)N(C(=O)Cl)CCN=C2c1ccccc1Cl, Cl, C1CCOC1, O. Yields the product CCc1cc2c(s1)N(C(=O)NCCCN(C)C)CCN=C2c1ccccc1Cl, Cl, Cl. Reaction SMILES: [CH3:1][N:2]([CH2:3][CH2:4][CH2:5][NH2:6])[CH3:7].[Cl:9][C:10](=[O:11])[N:12]1[CH2:13][CH2:14][N:15]=[C:16]([c:24]2[c:25]([Cl:30])[cH:26][cH:27][cH:28][cH:29]2)[c:17]2[c:18]1[s:19][c:20]([CH2:22][CH3:23])[cH:21]2.[ClH:8].[O:32]1[CH2:33][CH2:34][CH2:35][CH2:36]1.[OH2:31]>>[CH3:1][N:2]([CH2:3][CH2:4][CH2:5][NH:6][C:10](=[O:11])[N:12]1[CH2:13][CH2:14][N:15]=[C:16]([c:24]2[c:25]([Cl:30])[cH:26][cH:27][cH:28][cH:29]2)[c:17]2[c:18]1[s:19][c:20]([CH2:22][CH3:23])[cH:21]2)[CH3:7].[ClH:8].[ClH:9].